The task is: describe an organic reaction: reactants, conditions, products, and yield. This data is from the Open Reaction Database (ORD), a public repository of structured organic reaction records. The reactants are CCCCC(O)CCCC, Cc1ccc(I)c(S(=O)(=O)O)c1, C[N+](=O)[O-]. The product is CCCCC(=O)CCCC. Reaction SMILES: [CH3:13][CH2:14][CH2:15][CH2:16][CH:17]([CH2:18][CH2:19][CH2:20][CH3:21])[OH:22].[I:1][c:2]1[cH:3][cH:4][c:5]([CH3:6])[cH:7][c:8]1[S:9]([OH:10])(=[O:11])=[O:12].[N+:23]([CH3:24])([O-:25])=[O:26]>>[CH3:13][CH2:14][CH2:15][CH2:16][C:17]([CH2:18][CH2:19][CH2:20][CH3:21])=[O:22].